This data is from the Open Reaction Database (ORD), a public repository of structured organic reaction records. The task is: describe an organic reaction: reactants, conditions, products, and yield Starting materials: C[S-].[Na+] (sodium thiomethoxide), ClC1=NC(=NC(=C1)Cl)OCC1=CC=CC=C1 (4,6-dichloro-2-(phenylmethoxy)pyrimidine). The solvent is C1CCOC1 (THF). Yields the product ClC1=NC(=NC(=C1)SC)OCC1=CC=CC=C1 (4-chloro-6-methylthio-2-(phenylmethoxy)pyrimidine). RXN SMILES: [CH3:1][S-:2].[Na+].[Cl:4][C:5]1[CH:10]=[C:9](Cl)[N:8]=[C:7]([O:12][CH2:13][C:14]2[CH:19]=[CH:18][CH:17]=[CH:16][CH:15]=2)[N:6]=1>C1COCC1>[Cl:4][C:5]1[CH:10]=[C:9]([S:2][CH3:1])[N:8]=[C:7]([O:12][CH2:13][C:14]2[CH:19]=[CH:18][CH:17]=[CH:16][CH:15]=2)[N:6]=1 |f:0.1|. Reported procedure: Aqueous sodium thiomethoxide (15%, 2.75 g, 0.0059×1.0 mol) was added dropwise in 4,6-dichloro-2-(phenylmethoxy)pyrimidine (Compound No. II-26) (1.5 g, 0.0059 mol) dissolved in THF at room temperature. After allowed to react for 2 hours, the reaction solution was partitioned between ethyl acetate and aqueous saturated sodium hydrogen carbonate. The organic layer was washed with aqueous saturated sodium chloride, dried over anhydrous sodium sulfate and concentrated, then purified on a silica gel c... The reactants are C(C)OC(=O)C1N(CC2=CC=CC=C2C1)C(C1=CC(=CC=C1)OC1=CC=CC=C1)=O ((±)-2-(3-Phenoxybenzoyl)-1,2,3,4-tetrahydroisoquinoline-3-carboxylic acid ethyl ester), [OH-].[Na+] (sodium hydroxide). Run in C(C)O.O1CCCC1 (ethanol tetrahydrofuran). Conditions: time 1 hour. Product: O(C1=CC=CC=C1)C=1C=C(C(=O)N2CC3=CC=CC=C3CC2C(=O)O)C=CC1 ((±)-2-(3-Phenoxybenzoyl)-1,2,3,4-tetrahydroisoquinoline-3-carboxylic acid). The yield is 915.9%. RXN SMILES: C([O:3][C:4]([CH:6]1[CH2:15][C:14]2[C:9](=[CH:10][CH:11]=[CH:12][CH:13]=2)[CH2:8][N:7]1[C:16](=[O:30])[C:17]1[CH:22]=[CH:21][CH:20]=[C:19]([O:23][C:24]2[CH:29]=[CH:28][CH:27]=[CH:26][CH:25]=2)[CH:18]=1)=[O:5])C.[OH-].[Na+]>C(O)C.O1CCCC1>[O:23]([C:19]1[CH:18]=[C:17]([CH:22]=[CH:21][CH:20]=1)[C:16]([N:7]1[CH:6]([C:4]([OH:5])=[O:3])[CH2:15][C:14]2[C:9](=[CH:10][CH:11]=[CH:12][CH:13]=2)[CH2:8]1)=[O:30])[C:24]1[CH:25]=[CH:26][CH:27]=[CH:28][CH:29]=1 |f:1.2,3.4|. Procedure details: To a stirred solution of the product of step 1 (10.0 g, 2.50 mmol), in 1:1 ethanol/tetrahydrofuran (110 mL) was added 1.0 N aqueous sodium hydroxide solution (55 (mL). The mixture was stirred for 1 hour, concentrated and redissolved in water (150 (mL). While stirring, the solution was acidified with the addition of 1.0 N aqueous hydrochloric acid (55 mL). The resulting white precipitate was collected by filtration, rinsed with water and vacuum oven dried to afford 8.55 g (89%) of product as a wh... Starting materials: ClCCl, CSC1=NCCS1, Clc1cccc2c1CNC2, O=S(=O)(O)c1ccc2ccccc2c1. Product: Clc1cccc2c1CN(C1=[SH]CCN1)C2. RXN SMILES: [CH2:32]([Cl:33])[Cl:34].[CH3:11][S:12][C:13]1=[N:17][CH2:16][CH2:15][S:14]1.[Cl:1][c:2]1[c:3]2[c:7]([cH:8][cH:9][cH:10]1)[CH2:6][NH:5][CH2:4]2.[cH:18]1[c:19]2[c:20]([cH:21][cH:22][cH:23][cH:24]2)[cH:25][cH:26][c:27]1[S:28]([OH:29])(=[O:30])=[O:31]>>[Cl:1][c:2]1[c:3]2[c:7]([cH:8][cH:9][cH:10]1)[CH2:6][N:5]([C:13]1=[SH:14][CH2:15][CH2:16][NH:17]1)[CH2:4]2. Reactants: C=CCC1(C(=O)OCC)CCc2c1[nH]c1c(Cl)ccc(Cl)c21, CCO, [Li+], [OH-]. Product: C=CCC1(C(=O)O)CCc2c1[nH]c1c(Cl)ccc(Cl)c21. As a reaction SMILES: [CH2:1]([CH3:2])[O:3][C:4](=[O:5])[C:6]1([CH2:20][CH:21]=[CH2:22])[CH2:7][CH2:8][c:9]2[c:10]1[nH:11][c:12]1[c:13]([Cl:19])[cH:14][cH:15][c:16]([Cl:18])[c:17]21.[CH3:25][CH2:26][OH:27].[Li+:23].[OH-:24]>>[O:3]=[C:4]([OH:5])[C:6]1([CH2:20][CH:21]=[CH2:22])[CH2:7][CH2:8][c:9]2[c:10]1[nH:11][c:12]1[c:13]([Cl:19])[cH:14][cH:15][c:16]([Cl:18])[c:17]21. Starting materials: CCCC[SnH](CCCC)CCCC, Cc1ccccc1, CC(C)(C#N)N=NC(C)(C)C#N, CC1(C)OC2OC(COC(=O)c3ccccc3)C(OC(=S)n3ccnc3)C2O1. The product is CC1(C)OC2CC(COC(=O)c3ccccc3)OC2O1. RXN SMILES: [CH3:29][CH2:30][CH2:31][CH2:32][SnH:33]([CH2:34][CH2:35][CH2:36][CH3:37])[CH2:38][CH2:39][CH2:40][CH3:41].[CH3:54][c:55]1[cH:56][cH:57][cH:58][cH:59][cH:60]1.[N:42]#[C:43][C:44]([N:45]=[N:46][C:47]([C:48]#[N:49])([CH3:50])[CH3:51])([CH3:52])[CH3:53].[n:1]1([C:2]([O:3][CH:9]2[CH:10]([CH2:19][O:20][C:21]([c:22]3[cH:23][cH:24][cH:25][cH:26][cH:27]3)=[O:28])[O:11][CH:12]3[O:13][C:14]([CH3:17])([CH3:18])[O:15][CH:16]23)=[S:4])[cH:5][cH:6][n:7][cH:8]1>>[CH2:9]1[CH:10]([CH2:19][O:20][C:21]([c:22]2[cH:23][cH:24][cH:25][cH:26][cH:27]2)=[O:28])[O:11][CH:12]2[O:13][C:14]([CH3:17])([CH3:18])[O:15][CH:16]12.